From a dataset of the Open Reaction Database (ORD), a public repository of structured organic reaction records. describe an organic reaction: reactants, conditions, products, and yield The reactants are [Al+3], CCOC(=O)Cc1cc(C)cn1C, [Cl-], [Cl-], [Cl-], ClCCCl, Cl, O=C(Cl)c1ccc(F)cc1. Yields the product CCOC(=O)Cc1cc(C)c(C(=O)c2ccc(F)cc2)n1C. As a reaction SMILES: [Al+3:12].[CH3:15][n:16]1[c:17]([CH2:22][C:23](=[O:24])[O:25][CH2:26][CH3:27])[cH:18][c:19]([CH3:21])[cH:20]1.[Cl-:11].[Cl-:13].[Cl-:14].[Cl:29][CH2:30][CH2:31][Cl:32].[ClH:28].[F:1][c:2]1[cH:3][cH:4][c:5]([C:6](=[O:7])[Cl:8])[cH:9][cH:10]1>>[F:1][c:2]1[cH:3][cH:4][c:5]([C:6](=[O:7])[c:20]2[n:16]([CH3:15])[c:17]([CH2:22][C:23](=[O:24])[O:25][CH2:26][CH3:27])[cH:18][c:19]2[CH3:21])[cH:9][cH:10]1. The reactants are C(CCC)[Li] (n-butyllithium), O1CCOC12CCC(CC2)=O (1,4-dioxaspiro[4.5]decan-8-one), COC(C1=C(C=CC=C1)Br)C1=CC=CC=C1 (2-bromobenzhydryl methyl ether). Solvent: CCCCCC (hexane), O (water), O1CCCC1 (tetrahydrofuran), O1CCCC1 (tetrahydrofuran). Conditions: temperature -50 celsius, time 2 hour. Yields the product C1(=CC=CC=C1)C1OC2(C3=CC=CC=C13)CCC1(CC2)OCCO1 (3"-Phenyldispiro[1,3-dioxolane-2,4'-cyclohexane-1',1"(3"H)-isobenzofuran]). Yield: 39.6%. As a reaction SMILES: [CH3:1][O:2][CH:3]([C:11]1[CH:16]=[CH:15][CH:14]=[CH:13][CH:12]=1)[C:4]1[CH:9]=[CH:8][CH:7]=[CH:6][C:5]=1Br.C([Li])CCC.[O:22]1[C:26]2([CH2:31][CH2:30]C(=O)[CH2:28][CH2:27]2)[O:25][CH2:24][CH2:23]1>O1CCCC1.CCCCCC.O>[C:4]1([CH:3]2[C:11]3[C:16](=[CH:15][CH:14]=[CH:13][CH:12]=3)[C:1]3([CH2:30][CH2:31][C:26]4([O:25][CH2:24][CH2:23][O:22]4)[CH2:27][CH2:28]3)[O:2]2)[CH:9]=[CH:8][CH:7]=[CH:6][CH:5]=1. Procedure details: To a cooled (-50° C.) stirred solution of 27.7 g of 2-bromobenzhydryl methyl ether in 80 ml of dry tetrahydrofuran is added dropwise under nitrogen 60 ml of 2.4 M n-butyllithium in hexane. The mixture is stirred for 2 hours and a solution of 15.9 g of 1,4-dioxaspiro[4.5]decan-8-one in 50 ml of dry tetrahydrofuran is added dropwise, maintaining the temperature at -40° to -30° C. The mixture is stirred overnight at -70° to +10° C., diluted with 100 ml of water and extracted with 100 ml of dichloro... Starting materials: Cc1cc(N)n(C)n1, O=C(O)c1ccc(C(=O)Nc2ccc(Cl)c(-c3ccccn3)c2)c(Cl)c1. The product is Cc1cc(NC(=O)c2ccc(C(=O)Nc3ccc(Cl)c(-c4ccccn4)c3)c(Cl)c2)n(C)n1. RXN SMILES: [CH3:27][n:28]1[n:29][c:30]([CH3:34])[cH:31][c:32]1[NH2:33].[Cl:1][c:2]1[cH:3][c:4]([C:5](=[O:6])[OH:7])[cH:8][cH:9][c:10]1[C:11]([NH:12][c:13]1[cH:14][c:15](-[c:20]2[n:21][cH:22][cH:23][cH:24][cH:25]2)[c:16]([Cl:19])[cH:17][cH:18]1)=[O:26]>>[Cl:1][c:2]1[cH:3][c:4]([C:5](=[O:6])[NH:33][c:32]2[n:28]([CH3:27])[n:29][c:30]([CH3:34])[cH:31]2)[cH:8][cH:9][c:10]1[C:11]([NH:12][c:13]1[cH:14][c:15](-[c:20]2[n:21][cH:22][cH:23][cH:24][cH:25]2)[c:16]([Cl:19])[cH:17][cH:18]1)=[O:26]. Starting materials: Br, Br, CC(=O)O, NS(=O)(=O)c1ccc(CC(=O)c2ccccc2)cc1. The product is NS(=O)(=O)c1ccc(C(Br)C(=O)c2ccccc2)cc1. RXN SMILES: [Br:21].[BrH:20].[CH3:22][C:23](=[O:24])[OH:25].[NH2:1][S:2](=[O:3])(=[O:4])[c:5]1[cH:6][cH:7][c:8]([CH2:11][C:12](=[O:13])[c:14]2[cH:15][cH:16][cH:17][cH:18][cH:19]2)[cH:9][cH:10]1>>[NH2:1][S:2](=[O:3])(=[O:4])[c:5]1[cH:6][cH:7][c:8]([CH:11]([C:12](=[O:13])[c:14]2[cH:15][cH:16][cH:17][cH:18][cH:19]2)[Br:20])[cH:9][cH:10]1.